Task: describe an organic reaction: reactants, conditions, products, and yield. Dataset: the Open Reaction Database (ORD), a public repository of structured organic reaction records Starting materials: CC1(C(NC2=CC(=C(C=C12)[N+](=O)[O-])O)=O)C (1,3-Dihydro-3,3-dimethyl-6-hydroxy-5-nitro-2H-indol-2-one), [H][H] (hydrogen), C(C)(=O)O (acetic acid). Reagents/catalysts: [Pd] (palladium/charcoal). Reaction conditions: time 3 day. Product: N1=CC=C(C=C1)C=1OC2=C(N1)C=C1C(=C2)NC(C1(C)C)=O (2-(4-Pyridinyl)-7,7-dimethyl-5,7-dihydropyrrolo[3,2-f]benzoxazol-6-one). Isolated yield 49.0%. Reaction SMILES: [CH3:1][C:2]1([CH3:16])[C:10]2[C:5](=[CH:6][C:7]([OH:14])=[C:8]([N+:11]([O-])=O)[CH:9]=2)[NH:4][C:3]1=[O:15].[H][H].[C:19](O)(=O)[CH3:20]>[Pd]>[N:4]1[CH:5]=[CH:6][C:19]([C:20]2[O:14][C:7]3[CH:6]=[C:5]4[NH:4][C:3](=[O:15])[C:2]([CH3:16])([CH3:1])[C:10]4=[CH:9][C:8]=3[N:11]=2)=[CH:2][CH:3]=1. Procedure details: 4 g. 1,3-Dihydro-3,3-dimethyl-6-hydroxy-5-nitro-2H-indol-2-one in 100 ml. glacial acetic acid were hydrogenated in the presence of 1 g. 10% palladium/charcoal at ambient temperature and normal pressure until 1.3 liters of hydrogen had been taken up. The catalyst was filtered off and 2.1 ml. 4-pyridinecarbaldehyde were poured into the filtrate, the solution thereby becoming yellow-orange coloured. While stirring, air was passed through the solution for 3 days, whereafter it was evaporated to dryn...